Dataset: the Open Reaction Database (ORD), a public repository of structured organic reaction records. Task: describe an organic reaction: reactants, conditions, products, and yield The reactants are C(C)(C)(C)OC(=O)N1C[C@H](CCC1)C(=O)OCC (Ethyl 1-(t-butoxycarbonyl)piperidine-3(S)-carboxylate), [OH-].[Na+] (NaOH). Run in CCO (EtOH). The product is C(C)(C)(C)OC(=O)N1C[C@H](CCC1)C(=O)O (1-(tert-Butoxycarbonyl)piperidine-3(S)-carboxylic acid). RXN SMILES: [C:1]([O:5][C:6]([N:8]1[CH2:13][CH2:12][CH2:11][C@H:10]([C:14]([O:16]CC)=[O:15])[CH2:9]1)=[O:7])([CH3:4])([CH3:3])[CH3:2].[OH-].[Na+]>CCO>[C:1]([O:5][C:6]([N:8]1[CH2:13][CH2:12][CH2:11][C@H:10]([C:14]([OH:16])=[O:15])[CH2:9]1)=[O:7])([CH3:4])([CH3:2])[CH3:3] |f:1.2|. Procedure: Ethyl 1-(t-butoxycarbonyl)piperidine-3(S)-carboxylate (35.9 g, 0.099 mol) was dissolved in abs EtOH (70 mL), treated with 0.5N NaOH (418 mL, 0.209 mol), and heated at reflux for 0.75 h. The reaction mixture was cooled and extracted with EtOAc. The aqueous basic layer was cooled with ice, carefully acidified (pH 3) with 3N HCl and extracted with CH2 Cl2 (3×100 mL). The organics were combined, dried (MgSO4), filtered, and concentrated to give the title compound. The reactants are C(C)OC(=O)C1=C(C2=C(C=N1)N=C(S2)C2=CC=C(C=C2)OC)O (7-hydroxy-2-(4-methoxy-phenyl)-thiazolo[4,5-c]pyridine-6-carboxylic acid ethyl ester), NCC(=O)O (glycine). Run in C[O-].[Na+].CO (sodium methoxide methanol). Yields the product OC=1C2=C(C=NC1C(=O)NCC(=O)O)N=C(S2)C2=CC=C(C=C2)OC ({[7-Hydroxy-2-(4-methoxy-phenyl)-thiazolo[4,5-c]pyridine-6-carbonyl]-amino}-acetic acid). Isolated yield 30.2%. RXN SMILES: C(O[C:4]([C:6]1[N:11]=[CH:10][C:9]2[N:12]=[C:13]([C:15]3[CH:20]=[CH:19][C:18]([O:21][CH3:22])=[CH:17][CH:16]=3)[S:14][C:8]=2[C:7]=1[OH:23])=[O:5])C.[NH2:24][CH2:25][C:26]([OH:28])=[O:27]>C[O-].[Na+].CO>[OH:23][C:7]1[C:8]2[S:14][C:13]([C:15]3[CH:16]=[CH:17][C:18]([O:21][CH3:22])=[CH:19][CH:20]=3)=[N:12][C:9]=2[CH:10]=[N:11][C:6]=1[C:4]([NH:24][CH2:25][C:26]([OH:28])=[O:27])=[O:5] |f:2.3.4|. Procedure details: A mixture of 7-hydroxy-2-(4-methoxy-phenyl)-thiazolo[4,5-c]pyridine-6-carboxylic acid ethyl ester (76 mg, 0.23 mmol) and glycine (345 mg, 4.59 mmol) in 0.5 M sodium methoxide/methanol (8.7 mL) was refluxed for 3 days before it was cooled to room temperature and concentrated in vacuo. Water (20 mL) was added and the suspension was adjusted to pH=10 with 1N HCl (3 mL). The mixture was extracted with dichloromethane. And the remaining aqueous layer was acidified to pH=3 with 1N HCl (5 mL). The susp... Reactants: B, ClCCl, ON=CC1=Cc2cc(Cc3cccnc3)ccc2OC1, N, [Na+], [OH-], O, O, O=C(O)C(F)(F)F, c1ccncc1. Product: ONCC1=Cc2cc(Cc3cccnc3)ccc2OC1. RXN SMILES: [BH3:7].[CH2:32]([Cl:33])[Cl:34].[CH:8]([C:9]1=[CH:14][c:13]2[c:12]([cH:18][cH:17][c:16]([CH2:19][c:20]3[cH:21][n:22][cH:23][cH:24][cH:25]3)[cH:15]2)[O:11][CH2:10]1)=[N:26][OH:27].[NH3:29].[Na+:31].[OH-:30].[OH2:28].[OH2:42].[OH:35][C:36]([C:37]([F:38])([F:39])[F:40])=[O:41].[n:1]1[cH:2][cH:3][cH:4][cH:5][cH:6]1>>[CH2:8]([C:9]1=[CH:14][c:13]2[c:12]([cH:18][cH:17][c:16]([CH2:19][c:20]3[cH:21][n:22][cH:23][cH:24][cH:25]3)[cH:15]2)[O:11][CH2:10]1)[NH:26][OH:27]. Starting materials: CCC(=O)c1ccc2c(c1)OCO2, CC(C)O. The product is CCC(O)c1ccc2c(c1)OCO2. As a reaction SMILES: [C:1]([CH2:2][CH3:3])(=[O:4])[c:5]1[cH:6][c:7]2[c:8]([cH:12][cH:13]1)[O:9][CH2:10][O:11]2.[CH:14]([OH:15])([CH3:16])[CH3:17]>>[CH:1]([CH2:2][CH3:3])([OH:4])[c:5]1[cH:6][c:7]2[c:8]([cH:12][cH:13]1)[O:9][CH2:10][O:11]2. The reactants are Cc1ccccc1, CN(C)c1ccncc1, COC(=O)C1CNCC1c1ccc(OC)c(OC2CCCC2)c1, CC(C)OC(=O)Cl, ClCCl. Product: COC(=O)C1CN(C(=O)OC(C)C)CC1c1ccc(OC)c(OC2CCCC2)c1. As a reaction SMILES: [CH3:31][c:32]1[cH:33][cH:34][cH:35][cH:36][cH:37]1.[CH3:41][N:42]([CH3:43])[c:44]1[cH:45][cH:46][n:47][cH:48][cH:49]1.[CH:1]1([O:6][c:7]2[cH:8][c:9]([CH:15]3[CH2:16][NH:17][CH2:18][CH:19]3[C:20](=[O:21])[O:22][CH3:23])[cH:10][cH:11][c:12]2[O:13][CH3:14])[CH2:2][CH2:3][CH2:4][CH2:5]1.[Cl:24][C:25](=[O:26])[O:27][CH:28]([CH3:29])[CH3:30].[Cl:38][CH2:39][Cl:40]>>[CH:1]1([O:6][c:7]2[cH:8][c:9]([CH:15]3[CH2:16][N:17]([C:25](=[O:26])[O:27][CH:28]([CH3:29])[CH3:30])[CH2:18][CH:19]3[C:20](=[O:21])[O:22][CH3:23])[cH:10][cH:11][c:12]2[O:13][CH3:14])[CH2:2][CH2:3][CH2:4][CH2:5]1. Solvent: C1(=CC=CC=C1)C (toluene), C(C)#N (acetonitrile), O (water), C(C)#N (acetonitrile), CN(C(C)=O)C (N,N-dimethylacetamide), O (water). Reagents/catalysts: C(C)(=O)[O-].[Pd+2].C(C)(=O)[O-] (palladium(II) acetate). As a reaction SMILES: [OH-].[NH4+].FC(F)(F)C(O)=O.[Cl:10][C:11]1[C:16](I)=[CH:15][CH:14]=[CH:13][N:12]=1.N1CCC1.C1(C2C3C(=CC=CC=3)C=CC=2P(C2C=CC=CC=2)C2C=CC=CC=2)C2C(=CC=CC=2)C=CC=1P(C1C=CC=CC=1)C1C=CC=CC=1.[C:68](=[O:71])([O-:70])[O-:69].[Cs+:72].[Cs+].Cl[C:75]1[C:80]([OH:81])=[CH:79]C=CN=1.BrC1CC1>O.C(#N)C.C1(C)C=CC=CC=1.CN(C)C(=O)C.C([O-])(=O)C.[Pd+2].C([O-])(=O)C>[Cl:10][C:11]1[CH:16]=[CH:15][CH:14]=[CH:13][N:12]=1.[C:68](=[O:69])([O-:71])[O-:70].[Cs+:72].[Cs+:72].[Cl:10][C:11]1[C:16]([O:81][CH:80]2[CH2:75][CH2:79]2)=[CH:15][CH:14]=[CH:13][N:12]=1 |f:0.1,6.7.8,15.16.17,19.20.21|. The product is ClC1=NC=CC=C1 (2-chloropyridine), C([O-])([O-])=O.[Cs+].[Cs+] (cesium carbonate), ClC1=NC=CC=C1OC1CC1 (2-chloro-3-(cyclopropyloxy)pyridine). Reported procedure: In this case, reaction with the chloropyridine was carried out using tris(dibenzylideneacetone)dipalladium(0), 4,5-bis(diphenylphosphino)-9,9-dimethylxanthene (Xantphos) and potassium tert-butoxide in toluene at elevated temperature. 2. Compound C11 was reacted with (4-hydroxyphenyl)boronic acid, under the conditions described for the synthesis of C12 in Example 5, to provide 1-ethyl-6-(4-hydroxyphenyl)-5-methyl-3-{[2-(trimethylsilyl)ethoxy]methyl}pyrimidine-2,4(1H,3H)-dione. 3. Compound C18 was... Starting materials: ClC1=NC=CC=C1O (2-chloropyridin-3-ol), BrC1CC1 (bromocyclopropane), phase B, C([O-])([O-])=O.[Cs+].[Cs+] (cesium carbonate), phase B, FC(C(=O)O)(F)F (trifluoroacetic acid), FC(C(=O)O)(F)F (trifluoroacetic acid), ClC1=NC=CC=C1I (2-chloro-3-iodopyridine), N1CCC1 (azetidine), [OH-].[NH4+] (ammonium hydroxide), C1(=C(C=CC2=CC=CC=C12)P(C1=CC=CC=C1)C1=CC=CC=C1)C1=C(C=CC2=CC=CC=C12)P(C1=CC=CC=C1)C1=CC=CC=C1 (1,1′-binaphthalene-2,2′-diylbis(diphenylphosphane)), phase A, phase A. Starting materials: CCN(CC)C(=O)c1ccc(F)c([N+](=O)[O-])c1, CCO, CC(=O)NCCN. Yields the product CCN(CC)C(=O)c1ccc(NCCNC(C)=O)c([N+](=O)[O-])c1. As a reaction SMILES: [CH2:1]([CH3:2])[N:3]([C:4]([c:5]1[cH:6][c:7]([N+:12](=[O:13])[O-:14])[c:8]([F:11])[cH:9][cH:10]1)=[O:15])[CH2:16][CH3:17].[CH3:25][CH2:26][OH:27].[NH2:18][CH2:19][CH2:20][NH:21][C:22]([CH3:23])=[O:24]>>[CH2:1]([CH3:2])[N:3]([C:4]([c:5]1[cH:6][c:7]([N+:12](=[O:13])[O-:14])[c:8]([NH:18][CH2:19][CH2:20][NH:21][C:22]([CH3:23])=[O:24])[cH:9][cH:10]1)=[O:15])[CH2:16][CH3:17].